From a dataset of the Open Reaction Database (ORD), a public repository of structured organic reaction records. describe an organic reaction: reactants, conditions, products, and yield Starting materials: S1C(=CC=C1)CNCCC(=O)OC (methyl 3-(thiophen-2-ylmethylamino)propanoate), O.C1CCOC1 (water THF), C([O-])(O)=O.[Na+] (sodium bicarbonate), ClC(=O)OCC (ethyl chloroformate). Solvent: O (water). Conditions: time 8 hour. Product: C(C)OC(=O)N(CCC(=O)OC)CC=1SC=CC1 (methyl 3-(ethoxycarbonyl(thiophen-2-ylmethyl)amino)propanoate), Compound 1041. As a reaction SMILES: [S:1]1[CH:5]=[CH:4][CH:3]=[C:2]1[CH2:6][NH:7][CH2:8][CH2:9][C:10]([O:12][CH3:13])=[O:11].O.C1COCC1.C(=O)(O)[O-].[Na+].Cl[C:26]([O:28][CH2:29][CH3:30])=[O:27]>O>[CH2:29]([O:28][C:26]([N:7]([CH2:6][C:2]1[S:1][CH:5]=[CH:4][CH:3]=1)[CH2:8][CH2:9][C:10]([O:12][CH3:13])=[O:11])=[O:27])[CH3:30] |f:1.2,3.4|. Reported procedure: To a solution of Compound 1040 (35.2 g, 176.6 mmol) in 1:1 water/THF (1. L) was added solid sodium bicarbonate (32.6 g, 388.6 mmol) and ethyl chloroformate (20.3 mL, 212.0 mmol). The reaction was stirred at room temperature overnight, at which point LCMS indicated complete disappearance of starting material. The reaction mixture was diluted with water, extracted with ethyl acetate, and the volatiles removed under reduced pressure to give methyl 3-(ethoxycarbonyl(thiophen-2-ylmethyl)amino)propano...